Dataset: the Open Reaction Database (ORD), a public repository of structured organic reaction records. Task: describe an organic reaction: reactants, conditions, products, and yield Starting materials: C1(C=2C(C(N1CCCC(=O)C1=CC=3CC4=CC(=CC=C4OC3C=C1)C(CCCN1C(C=3C(C1=O)=CC=CC3)=O)=O)=O)=CC=CC2)=O (2,7-Bis(4-phthalimidobutyryl)xanthene), C1(C=2C(C(N1CCCC(=O)Cl)=O)=CC=CC2)=O (4-phthalimidobutyryl chloride), C1=CC=CC=2OC3=CC=CC=C3CC12 (xanthene), Cl (hydrochloric acid), Cl (HCl). The solvent is C(C)(=O)O (acetic acid). Yields the product Cl.Cl.NCCCC(=O)C1=CC=2CC3=CC(=CC=C3OC2C=C1)C(CCCN)=O (2,7-BIS(4-AMINOBUTYRYL)XANTHENE DIHYDROCHLORIDE). As a reaction SMILES: C1(=O)[N:5]([CH2:6][CH2:7][CH2:8][C:9]([C:11]2[CH:24]=[CH:23][C:22]3[O:21][C:20]4[C:15](=[CH:16][C:17]([C:25](=[O:40])[CH2:26][CH2:27][CH2:28][N:29]5C(=O)C6=CC=CC=C6C5=O)=[CH:18][CH:19]=4)[CH2:14][C:13]=3[CH:12]=2)=[O:10])C(=O)C2=CC=CC=C12.C1(=O)N(CCCC([Cl:57])=O)C(=O)C2=CC=CC=C12.C1C2CC3C(=CC=CC=3)OC=2C=CC=1.[ClH:78]>C(O)(=O)C>[ClH:57].[ClH:78].[NH2:29][CH2:28][CH2:27][CH2:26][C:25]([C:17]1[CH:18]=[CH:19][C:20]2[O:21][C:22]3[C:13](=[CH:12][C:11]([C:9](=[O:10])[CH2:8][CH2:7][CH2:6][NH2:5])=[CH:24][CH:23]=3)[CH2:14][C:15]=2[CH:16]=1)=[O:40] |f:5.6.7|. Procedure details: 2,7-Bis(4-phthalimidobutyryl)xanthene, prepared from 4-phthalimidobutyryl chloride and xanthene by the method of S. S. Cheng et al., J. Med. Chem. 9, 945 (1966), is treated with 700 ml. of hot glacial acetic acid after which 200 ml. of concentrated hydrochloric acid is added gradually with stirring. The mixture is heated to reflux for 24 hours with a constant stream of HCl gas passing through the mixture The reaction mixture is stirred and refluxed for an additional 24 hours, cooled, and the pro...